From a dataset of the Open Reaction Database (ORD), a public repository of structured organic reaction records. describe an organic reaction: reactants, conditions, products, and yield The reactants are Cc1cccc(CBr)n1, Cc1ccc(C(=O)c2n[nH]c3ccccc3c2=O)cc1C, CN(C)C=O, [H-], [Na+]. Yields the product Cc1cccc(Cn2nc(C(=O)c3ccc(C)c(C)c3)c(=O)c3ccccc32)n1. As a reaction SMILES: [Br:24][CH2:25][c:26]1[n:27][c:28]([CH3:32])[cH:29][cH:30][cH:31]1.[CH3:1][c:2]1[cH:3][c:4]([C:5](=[O:6])[c:7]2[n:8][nH:9][c:10]3[cH:11][cH:12][cH:13][cH:14][c:15]3[c:16]2=[O:17])[cH:18][cH:19][c:20]1[CH3:21].[CH3:33][N:34]([CH3:35])[CH:36]=[O:37].[H-:22].[Na+:23]>>[CH3:1][c:2]1[cH:3][c:4]([C:5](=[O:6])[c:7]2[n:8][n:9]([CH2:25][c:26]3[n:27][c:28]([CH3:32])[cH:29][cH:30][cH:31]3)[c:10]3[cH:11][cH:12][cH:13][cH:14][c:15]3[c:16]2=[O:17])[cH:18][cH:19][c:20]1[CH3:21].